Dataset: the Open Reaction Database (ORD), a public repository of structured organic reaction records. Task: describe an organic reaction: reactants, conditions, products, and yield Reactants: C[Si](C)(C)C#Cc1ccc(CN2CCCC2)cc1, CO, ClCCl, [Na+], [OH-]. Yields the product C#Cc1ccc(CN2CCCC2)cc1. RXN SMILES: [CH3:1][Si:2]([CH3:3])([CH3:4])[C:5]#[C:6][c:7]1[cH:8][cH:9][c:10]([CH2:11][N:12]2[CH2:13][CH2:14][CH2:15][CH2:16]2)[cH:17][cH:18]1.[CH3:24][OH:25].[Cl:21][CH2:22][Cl:23].[Na+:20].[OH-:19]>>[CH:5]#[C:6][c:7]1[cH:8][cH:9][c:10]([CH2:11][N:12]2[CH2:13][CH2:14][CH2:15][CH2:16]2)[cH:17][cH:18]1. Reactants: C1(=CC=CC=C1)C1(OCCO1)C1=CC=CC=C1 (2,2-diphenyl-1,3-dioxolane), ketal, ketal, OC1=CC=C(C(=O)C2=CC=C(C=C2)O)C=C1 (4,4'-dihydroxybenzophenone), C(C1=CC=CC=C1)(=O)C1=CC=CC=C1 (benzophenone). Yields the product OC1=CC=C(C=C1)C1(OCCO1)C1=CC=C(C=C1)O (2,2-bis(4-hydroxyphenyl)-1,3-dioxolane). RXN SMILES: [C:1]1([C:7]2(C3C=CC=CC=3)OCC[O:8]2)C=CC=CC=1.[OH:18][C:19]1[CH:33]=[CH:32][C:22]([C:23]([C:25]2[CH:30]=[CH:29][C:28]([OH:31])=[CH:27][CH:26]=2)=[O:24])=[CH:21][CH:20]=1.C(C1C=CC=CC=1)(=O)C1C=CC=CC=1>>[OH:18][C:19]1[CH:33]=[CH:32][C:22]([C:23]2([C:25]3[CH:30]=[CH:29][C:28]([OH:31])=[CH:27][CH:26]=3)[O:8][CH2:7][CH2:1][O:24]2)=[CH:21][CH:20]=1. Reported procedure: The preparation of 2,2-diphenyl-1,3-dioxolane from benzopheone under similar conditions is reported to give over 80% yield in only 5 hours reaction time, [M. Sulzbacher et al., J. Amer. Chem. Soc., 70, 2827 (1948)]. It is readily apparent that the synthesis of the ketal of 4,4'-dihydroxybenzophenone is accomplished less advantageously than the corresponding ketal of benzophenone.